From a dataset of the Open Reaction Database (ORD), a public repository of structured organic reaction records. describe an organic reaction: reactants, conditions, products, and yield Starting materials: FC1(CN(CCC1O)C(=O)OC(C)(C)C)F (tert-Butyl 3,3-difluoro-4-hydroxypiperidine-1-carboxylate), CC(C)(C)[O-].[K+] (KOtBu), C1CCOC1 (THF), N=1N=C(N2C1C=CC=C2)C2=NC1=C(C=C(C=C1C=C2)F)F (2-([1,2,4]triazolo[4,3-a]pyridin-3-yl)-6,8-difluoroquinoline). The solvent is CN(C)C=O (DMF). Reaction conditions: time 15 minute. Product: N=1N=C(N2C1C=CC=C2)C2=NC1=C(C=C(C=C1C=C2)F)OC2C(CN(CC2)C(=O)OC(C)(C)C)(F)F (tert-butyl 4-(2-([1,2,4]triazolo[4,3-a]pyridin-3-yl)-6-fluoroquinolin-8-yloxy)-3,3-difluoropiperidine-1-carboxylate). As a reaction SMILES: [F:1][C:2]1([F:16])[CH:7]([OH:8])[CH2:6][CH2:5][N:4]([C:9]([O:11][C:12]([CH3:15])([CH3:14])[CH3:13])=[O:10])[CH2:3]1.CC([O-])(C)C.[K+].C1COCC1.[N:28]1[N:29]=[C:30]([C:37]2[CH:46]=[CH:45][C:44]3[C:39](=[C:40](F)[CH:41]=[C:42]([F:47])[CH:43]=3)[N:38]=2)[N:31]2[CH:36]=[CH:35][CH:34]=[CH:33][C:32]=12>CN(C=O)C>[N:28]1[N:29]=[C:30]([C:37]2[CH:46]=[CH:45][C:44]3[C:39](=[C:40]([O:8][CH:7]4[CH2:6][CH2:5][N:4]([C:9]([O:11][C:12]([CH3:13])([CH3:15])[CH3:14])=[O:10])[CH2:3][C:2]4([F:1])[F:16])[CH:41]=[C:42]([F:47])[CH:43]=3)[N:38]=2)[N:31]2[CH:36]=[CH:35][CH:34]=[CH:33][C:32]=12 |f:1.2|. Procedure: tert-Butyl 3,3-difluoro-4-hydroxypiperidine-1-carboxylate (0.0706 g, 0.298 mmol) was treated with 1 M KOtBu in THF (0.283 mL, 0.283 mmol) and stirred for 15 minutes. The solution was treated with 2-([1,2,4]triazolo[4,3-a]pyridin-3-yl)-6,8-difluoroquinoline (0.042 g, 0.149 mmol) and DMF (0.80 mL) then the mixture was stirred at ambient temperature for 16 hours. The mixture was directly chromatographed on SiO2 eluting with a gradient of 2% NH4OH in isopropanol/ethyl acetate. The desired product wa...